Dataset: the Open Reaction Database (ORD), a public repository of structured organic reaction records. Task: describe an organic reaction: reactants, conditions, products, and yield Reactants: BrC1=CC(=C(C(=C1)Cl)S(=O)(=O)N(C)CC1=CC(=CO1)C(=O)O)Cl (5-({[(4-bromo-2,6-dichlorophenyl)sulfonyl](methyl)amino}methyl)furan-3-carboxylic acid), CCN=C=NCCCN(C)C (EDCI), C1=CC2=C(N=C1)N(N=N2)O (HOAt), N1C(=NCC1)C1=CC=C(C=C1)CCN (2-[4-(4,5-Dihydro-1H-imidazol-2-yl)phenyl]ethanamine), Cl (HCl), CCN(C(C)C)C(C)C (DIPEA), amine. Run in C(Cl)Cl (DCM), CN(C)C=O (DMF), CN(C)C=O (DMF). Product: BrC1=CC(=C(C(=C1)Cl)S(=O)(=O)N(C)CC1=CC(=CO1)C(=O)NCCC1=CC=C(C=C1)C=1NCCN1)Cl (5-({[(4-bromo-2,6-dichlorophenyl)sulfonyl](methyl)amino}methyl)-N-{2-[4-(4,5-dihydro-1H-imidazol-2-yl)phenyl]ethyl}furan-3-carboxamide). Reaction SMILES: [Br:1][C:2]1[CH:7]=[C:6]([Cl:8])[C:5]([S:9]([N:12]([CH2:14][C:15]2[O:19][CH:18]=[C:17]([C:20]([OH:22])=O)[CH:16]=2)[CH3:13])(=[O:11])=[O:10])=[C:4]([Cl:23])[CH:3]=1.CCN=C=NCCCN(C)C.C1C=NC2N(O)N=NC=2C=1.[NH:45]1[CH2:49][CH2:48][N:47]=[C:46]1[C:50]1[CH:55]=[CH:54][C:53]([CH2:56][CH2:57][NH2:58])=[CH:52][CH:51]=1.Cl.CCN(C(C)C)C(C)C>CN(C=O)C.C(Cl)Cl>[Br:1][C:2]1[CH:7]=[C:6]([Cl:8])[C:5]([S:9]([N:12]([CH2:14][C:15]2[O:19][CH:18]=[C:17]([C:20]([NH:58][CH2:57][CH2:56][C:53]3[CH:54]=[CH:55][C:50]([C:46]4[NH:47][CH2:48][CH2:49][N:45]=4)=[CH:51][CH:52]=3)=[O:22])[CH:16]=2)[CH3:13])(=[O:10])=[O:11])=[C:4]([Cl:23])[CH:3]=1. Procedure: 5-({[(4-bromo-2,6-dichlorophenyl)sulfonyl](methyl)amino}methyl)furan-3-carboxylic acid (60 mg, 0.14 mmol)), EDCI (40 mg, 0.21 mmol) and HOAt (28 mg, 0.21 mmol) were dissolved in DMF (1 mL) and the mixture was stirred until acid activation was complete. 2-[4-(4,5-Dihydro-1H-imidazol-2-yl)phenyl]ethanamine.HCl (114 mg, 0.50 mmol) and DIPEA (0.174 mL, 1.00 mmol) were sonicated in 1 mL DMF for 5 min. The activated acid solution was added to 0.25 mL of amine solution and the reaction was stirred at a... Starting materials: C(C1=CC=CC=C1)NC1=NNC2=CC=C(C=C12)[N+](=O)[O-] (3-benzylamino-5-nitro-1H-indazole), powder, N (ammonia), C(C)O (ethanol), ferrous sulfate. The solvent is O (water). Product: NC=1C=C2C(=NNC2=CC1)NCC1=CC=CC=C1 (5-amino-3-benzylamino-1H-indazole). The yield is 28.1%. Reaction SMILES: [CH2:1]([NH:8][C:9]1[C:17]2[C:12](=[CH:13][CH:14]=[C:15]([N+:18]([O-])=O)[CH:16]=2)[NH:11][N:10]=1)[C:2]1[CH:7]=[CH:6][CH:5]=[CH:4][CH:3]=1.C(O)C.N>O>[NH2:18][C:15]1[CH:16]=[C:17]2[C:12](=[CH:13][CH:14]=1)[NH:11][N:10]=[C:9]2[NH:8][CH2:1][C:2]1[CH:3]=[CH:4][CH:5]=[CH:6][CH:7]=1. Reported procedure: 5-Amino-3-benzylamino-1H-indazole can be obtained as described in Example 4 from 0.6 g of 3-benzylamino-5-nitro-1H-indazole, 22 ml of ethanol, 4.5 g of ferrous sulfate, 7 ml of water and 5.4 ml of 32% aqueous ammonia. 0.15 g of 5-amino-3-benzylamino-1H-indazole is thus obtained in the form of a brown powder melting at 196° C. Starting materials: ClC1=C(C=C(C(=O)O)C=C1)S(=O)(=O)N1CCCC1 (4-chloro-3-pyrrolidinosulfonylbenzoic acid), CN1CCNCC1 (N-methylpiperazine), Cl (HCl). The solvent is O (water). Yields the product Cl.CN1CCN(CC1)C1=C(C=C(C(=O)O)C=C1)S(=O)(=O)N1CCCC1 (4-(4-Methylpiperazine-1-yl)-3-pyrrolidinosulfonylbenzoic acid-hydrochloride). RXN SMILES: [Cl:1][C:2]1[CH:10]=[CH:9][C:5]([C:6]([OH:8])=[O:7])=[CH:4][C:3]=1[S:11]([N:14]1[CH2:18][CH2:17][CH2:16][CH2:15]1)(=[O:13])=[O:12].[CH3:19][N:20]1[CH2:25][CH2:24][NH:23][CH2:22][CH2:21]1.Cl>O>[ClH:1].[CH3:19][N:20]1[CH2:25][CH2:24][N:23]([C:2]2[CH:10]=[CH:9][C:5]([C:6]([OH:8])=[O:7])=[CH:4][C:3]=2[S:11]([N:14]2[CH2:18][CH2:17][CH2:16][CH2:15]2)(=[O:13])=[O:12])[CH2:22][CH2:21]1 |f:4.5|. Procedure details: 29.0 Grams of 4-chloro-3-pyrrolidinosulfonylbenzoic acid (0.1 mole) were heated with 50 ml of N-methylpiperazine for 4 hours under reflux. Subsequently the reaction solution was introduced into 0.3 l of water, and the pH value of the mixture was adjusted to 3.0 by means of 5N HCl. After having been allowed to stand over night at room temperature, the precipitate was suction-filtered, recrystallized from water and dried at 100° C. Starting materials: CCOC(=O)N1c2ccccc2C=CC1OCC, C1CCOC1, CC#N, O=C(O)CSCCOc1ccccc1, NNC(=O)c1ccc(O)cc1. Product: O=C(CSCCOc1ccccc1)NNC(=O)c1ccc(O)cc1. RXN SMILES: [CH2:15]([O:16][CH:17]1[CH:18]=[CH:19][c:20]2[c:21]([cH:22][cH:23][cH:24][cH:25]2)[N:26]1[C:27]([O:28][CH2:29][CH3:30])=[O:31])[CH3:32].[CH2:33]1[O:34][CH2:35][CH2:36][CH2:37]1.[CH3:49][C:50]#[N:51].[O:1]([c:2]1[cH:3][cH:4][cH:5][cH:6][cH:7]1)[CH2:8][CH2:9][S:10][CH2:11][C:12](=[O:13])[OH:14].[OH:38][c:39]1[cH:40][cH:41][c:42]([C:43](=[O:44])[NH:45][NH2:46])[cH:47][cH:48]1>>[O:1]([c:2]1[cH:3][cH:4][cH:5][cH:6][cH:7]1)[CH2:8][CH2:9][S:10][CH2:11][C:12](=[O:14])[NH:46][NH:45][C:43]([c:42]1[cH:41][cH:40][c:39]([OH:38])[cH:48][cH:47]1)=[O:44]. Reactants: Cl.N1(CCNCC1)C(=O)C1=C(C=CC=C1)C(F)(F)F (piperazin-1-yl-(2-trifluoromethyl-phenyl)-methanone hydrochloride salt), CCN(C(C)C)C(C)C (DIPEA), COC1=C(C=CC=C1)C1=CC(=NN1)C(=O)NCC(=O)O ({[5-(2-methoxy-phenyl)-1H-pyrazole-3-carbonyl]-amino}-acetic acid), C=1C=CC2=C(C1)N=NN2O (HOBT), CCN=C=NCCCN(C)C (EDCI). The solvent is O (water), CN(C)C=O (DMF). Conditions: time 2 minute. Yields the product O=C(CNC(=O)C1=NNC(=C1)C1=C(C=CC=C1)OC)N1CCN(CC1)C(C1=C(C=CC=C1)C(F)(F)F)=O (5-(2-methoxy-phenyl)-1H-pyrazole-3-carboxylic acid {2-oxo-2-[4-(2-trifluoromethyl-benzoyl)-piperazin-1-yl]-ethyl}-amide). Yield: 37.0%. As a reaction SMILES: CCN(C(C)C)C(C)C.[CH3:10][O:11][C:12]1[CH:17]=[CH:16][CH:15]=[CH:14][C:13]=1[C:18]1[NH:22][N:21]=[C:20]([C:23]([NH:25][CH2:26][C:27]([OH:29])=O)=[O:24])[CH:19]=1.C1C=CC2N(O)N=NC=2C=1.CCN=C=NCCCN(C)C.Cl.[N:52]1([C:58]([C:60]2[CH:65]=[CH:64][CH:63]=[CH:62][C:61]=2[C:66]([F:69])([F:68])[F:67])=[O:59])[CH2:57][CH2:56][NH:55][CH2:54][CH2:53]1>CN(C=O)C.O>[O:29]=[C:27]([N:55]1[CH2:56][CH2:57][N:52]([C:58](=[O:59])[C:60]2[CH:65]=[CH:64][CH:63]=[CH:62][C:61]=2[C:66]([F:69])([F:67])[F:68])[CH2:53][CH2:54]1)[CH2:26][NH:25][C:23]([C:20]1[CH:19]=[C:18]([C:13]2[CH:14]=[CH:15][CH:16]=[CH:17][C:12]=2[O:11][CH3:10])[NH:22][N:21]=1)=[O:24] |f:4.5|. Reported procedure: DIPEA (99 mg, 0.13 mL, 0.76 mmol) was added to a stirred solution of {[5-(2-methoxy-phenyl)-1H-pyrazole-3-carbonyl]-amino}-acetic acid (60 mg, 0.21 mmol) in DMF (2 mL). HOBT (34 mg, 0.25 mmol) and EDCI (49 mg, 0.25 mmol) were then added at room temperature. After 2 minutes, piperazin-1-yl-(2-trifluoromethyl-phenyl)-methanone hydrochloride salt (64.3 mg, 0.21 mmol) was added and the resulting mixture was stirred at room temperature overnight. Cold water was then added and filtered the solid preci... The reactants are C(C)(=O)OCC (ethyl acetate), [H-].[Na+] (sodium hydride), CI (methyl iodide), C(C)(C)(C)OC(=O)N1CC2=C(CC1)SC(=C2)NC(=O)N2CCN(CC2)S(=O)(=O)C2=CC1=CC=C(C=C1C=C2)Cl (1-[N-(5-tert-butoxycarbonyl-4,5,6,7-tetrahydrothieno[3,2-c]pyridin-2-yl)carbamoyl]-4-[(6-chloronaphthalen-2-yl)sulfonyl]piperazine). Solvent: CN(C=O)C (N,N-dimethylformamide). Run at time 30 minute. Yields the product C(C)(C)(C)OC(=O)N1CC2=C(CC1)SC(=C2)N(C(=O)N2CCN(CC2)S(=O)(=O)C2=CC1=CC=C(C=C1C=C2)Cl)C (1-[N-(5-tert-Butoxycarbonyl -4,5,6,7-tetrahydrothieno[3,2-c]pyridin-2-yl)-N-methylcarbamoyl]-4-[(6-chloronaphthalen-2-yl)sulfonyl]piperazine). Reaction SMILES: [C:1]([O:5][C:6]([N:8]1[CH2:13][CH2:12][C:11]2[S:14][C:15]([NH:17][C:18]([N:20]3[CH2:25][CH2:24][N:23]([S:26]([C:29]4[CH:38]=[CH:37][C:36]5[C:31](=[CH:32][CH:33]=[C:34]([Cl:39])[CH:35]=5)[CH:30]=4)(=[O:28])=[O:27])[CH2:22][CH2:21]3)=[O:19])=[CH:16][C:10]=2[CH2:9]1)=[O:7])([CH3:4])([CH3:3])[CH3:2].[H-].[Na+].CI.[C:44](OCC)(=O)C>CN(C)C=O>[C:1]([O:5][C:6]([N:8]1[CH2:13][CH2:12][C:11]2[S:14][C:15]([N:17]([CH3:44])[C:18]([N:20]3[CH2:25][CH2:24][N:23]([S:26]([C:29]4[CH:38]=[CH:37][C:36]5[C:31](=[CH:32][CH:33]=[C:34]([Cl:39])[CH:35]=5)[CH:30]=4)(=[O:27])=[O:28])[CH2:22][CH2:21]3)=[O:19])=[CH:16][C:10]=2[CH2:9]1)=[O:7])([CH3:4])([CH3:2])[CH3:3] |f:1.2|. Procedure details: In N,N-dimethylformamide (10 ml), 1-[N-(5-tert-butoxycarbonyl-4,5,6,7-tetrahydrothieno[3,2-c]pyridin-2-yl)carbamoyl]-4-[(6-chloronaphthalen-2-yl)sulfonyl]piperazine (147 mg) was dissolved. To the resulting solution, sodium hydride (60% in oil, 22 mg) was added, followed by stirring at room temperature for 30 minutes. After methyl iodide (0.023 ml) was added to the reaction mixture and the resulting mixture was stirred at room temperature for 90 minutes, the residue obtained by the concentration ... Starting materials: O1C(=NC=C1)C1=CC=C(C=O)C=C1 (4-(2-oxazolyl)-benzaldehyde), C1(=CC=CC=C1)NO (N-phenyl-hydroxyamine). Solvent: C(C)O (ethanol). Run at temperature 5 celsius. Yields the product O1C(=NC=C1)C1=CC=C(C=C1)C=[N+]([O-])C1=CC=CC=C1 (4-(2-oxazolyl)-phenyl-N-phenylnitrone). Yield: 70.9%. RXN SMILES: [O:1]1[CH:5]=[CH:4][N:3]=[C:2]1[C:6]1[CH:13]=[CH:12][C:9]([CH:10]=O)=[CH:8][CH:7]=1.[C:14]1([NH:20][OH:21])[CH:19]=[CH:18][CH:17]=[CH:16][CH:15]=1>C(O)C>[O:1]1[CH:5]=[CH:4][N:3]=[C:2]1[C:6]1[CH:13]=[CH:12][C:9]([CH:10]=[N+:20]([C:14]2[CH:19]=[CH:18][CH:17]=[CH:16][CH:15]=2)[O-:21])=[CH:8][CH:7]=1. Procedure details: A mixture of 4-(2-oxazolyl)-benzaldehyde (1 eq., 6.3 gm) and N-phenyl-hydroxyamine (1 eq., 3.9 gm) was refluxed in ethanol (100 ml) for 30 minutes and concentrated to a volume of 50 ml. An equal amount (50 ml) of water was added and the mixture was cooled in a refrigerator at 5° C. overnight. White crystals were obtained, which were isolated by filtration and dried, producing 6.7 gm of 4-(2-oxazolyl)-phenyl-N-phenylnitrone.